This data is from the Open Reaction Database (ORD), a public repository of structured organic reaction records. The task is: describe an organic reaction: reactants, conditions, products, and yield Starting materials: FC1(CCN(CC1)C(=O)C1=CC(=CC=C1)I)F (4,4-difluoro-1-[(3-iodophenyl)carbonyl]piperidine), IC=1C=C(C(=O)O)C=CC1 (3-iodobenzoic acid), C1NCCC2=CC=CC=C12 (1,2,3,4-tetrahydroisoquinoline). The product is IC=1C=C(C=CC1)C(=O)N1CCCC1 (1-[(3-iodophenyl)carbonyl]pyrrolidine). RXN SMILES: F[C:2]1(F)[CH2:7][CH2:6][N:5]([C:8]([C:10]2[CH:15]=[CH:14][CH:13]=[C:12]([I:16])[CH:11]=2)=[O:9])[CH2:4]C1.IC1C=C(C=CC=1)C(O)=O.C1C2C(=CC=CC=2)CCN1>>[I:16][C:12]1[CH:11]=[C:10]([C:8]([N:5]2[CH2:4][CH2:2][CH2:7][CH2:6]2)=[O:9])[CH:15]=[CH:14][CH:13]=1. Reported procedure: According to Step 77-1 in the synthetic method for compound 77-1, 3-iodobenzoic acid 1 and pyrrolidine 2 were used to obtain compound 87-1. Reactants: FC(S(=O)(=O)OC1=C(C=C(C=C1)C#CCN1CCCCCC1)Cl)(F)F (4-[3-(1-azepanyl)prop-1-ynyl]-2-chlorophenyl trifluoromethanesulphonate), FC=1C=C(C=C(C1)F)B(O)O (3,5-difluorobenzeneboronic acid), FC=1C=C(C=C(C1)F)B(O)O (3,5-difluorobenzeneboronic acid), C([O-])([O-])=O.[Na+].[Na+] (sodium carbonate), [Cl-].[Li+] (lithium chloride). Reagents/catalysts: C=1C=CC(=CC1)[P](C=2C=CC=CC2)(C=3C=CC=CC3)[Pd]([P](C=4C=CC=CC4)(C=5C=CC=CC5)C=6C=CC=CC6)([P](C=7C=CC=CC7)(C=8C=CC=CC8)C=9C=CC=CC9)[P](C=1C=CC=CC1)(C=1C=CC=CC1)C=1C=CC=CC1 (tetrakis(triphenylphosphine)palladium). The solvent is C(C)O (ethanol), C1(=CC=CC=C1)C (toluene), C(C)OCC (diethyl ether). Yields the product Cl.ClC1=C(C=CC(=C1)C#CCN1CCCCCC1)C1=CC(=CC(=C1)F)F (1-[3-(2-Chloro-3′,5′-difluorobiphenyl-4-yl)prop-2-ynyl]azepane hydrochloride). As a reaction SMILES: FC(F)(F)S(O[C:7]1[CH:12]=[CH:11][C:10]([C:13]#[C:14][CH2:15][N:16]2[CH2:22][CH2:21][CH2:20][CH2:19][CH2:18][CH2:17]2)=[CH:9][C:8]=1[Cl:23])(=O)=O.[F:26][C:27]1[CH:28]=[C:29](B(O)O)[CH:30]=[C:31]([F:33])[CH:32]=1.C(=O)([O-])[O-].[Na+].[Na+].[Cl-].[Li+]>C(OCC)C.C1C=CC([P]([Pd]([P](C2C=CC=CC=2)(C2C=CC=CC=2)C2C=CC=CC=2)([P](C2C=CC=CC=2)(C2C=CC=CC=2)C2C=CC=CC=2)[P](C2C=CC=CC=2)(C2C=CC=CC=2)C2C=CC=CC=2)(C2C=CC=CC=2)C2C=CC=CC=2)=CC=1.C(O)C.C1(C)C=CC=CC=1>[ClH:23].[Cl:23][C:8]1[CH:9]=[C:10]([C:13]#[C:14][CH2:15][N:16]2[CH2:17][CH2:18][CH2:19][CH2:20][CH2:21][CH2:22]2)[CH:11]=[CH:12][C:7]=1[C:29]1[CH:28]=[C:27]([F:26])[CH:32]=[C:31]([F:33])[CH:30]=1 |f:2.3.4,5.6,11.12,^1:53,55,74,93|. Reported procedure: 9.5 g of 4-[3-(1-azepanyl)prop-1-ynyl]-2-chlorophenyl trifluoromethanesulphonate (compound Ia.1), 5 g of 3,5-difluorobenzeneboronic acid (compound 2.1), 31 ml of 2 M aqueous sodium carbonate solution, 2.1 g of lithium chloride, 300 ml of toluene, 100 ml of ethanol and 0.7 g of tetrakis(triphenylphosphine)palladium are stirred for 12 hours at 80° C. under an inert atmosphere. The solvents are evaporated off under reduced pressure and the residue obtained is purified by chromatography on a column ... The reactants are COc1ccc2[nH]c3cc(C(=O)OCc4ccccc4)c4c(c3c2c1)C(=O)NC4=O, CO, CN(C)C=O. Yields the product COc1ccc2[nH]c3cc(C(=O)O)c4c(c3c2c1)C(=O)NC4=O. As a reaction SMILES: [CH3:1][O:2][c:3]1[cH:4][c:5]2[c:6]3[c:7]4[c:8]([c:9]([C:16](=[O:17])[O:18][CH2:19][c:20]5[cH:21][cH:22][cH:23][cH:24][cH:25]5)[cH:10][c:11]3[nH:12][c:13]2[cH:14][cH:15]1)[C:26](=[O:30])[NH:27][C:28]4=[O:29].[CH3:36][OH:37].[O:31]=[CH:32][N:33]([CH3:34])[CH3:35]>>[CH3:1][O:2][c:3]1[cH:4][c:5]2[c:6]3[c:7]4[c:8]([c:9]([C:16](=[O:17])[OH:18])[cH:10][c:11]3[nH:12][c:13]2[cH:14][cH:15]1)[C:26](=[O:30])[NH:27][C:28]4=[O:29]. The reactants are CCOC(=O)c1cc(C)[nH]n1, Nc1cccc(C2CN3CCSC3=N2)c1. Product: Cc1cc(C(=O)Nc2cccc(C3CN4CCSC4=N3)c2)n[nH]1. RXN SMILES: [CH3:16][c:17]1[cH:18][c:19]([C:22](=[O:23])[O:24][CH2:25][CH3:26])[n:20][nH:21]1.[NH2:1][c:2]1[cH:3][c:4]([CH:8]2[N:9]=[C:10]3[S:11][CH2:12][CH2:13][N:14]3[CH2:15]2)[cH:5][cH:6][cH:7]1>>[NH:1]([c:2]1[cH:3][c:4]([CH:8]2[N:9]=[C:10]3[S:11][CH2:12][CH2:13][N:14]3[CH2:15]2)[cH:5][cH:6][cH:7]1)[C:22]([c:19]1[cH:18][c:17]([CH3:16])[nH:21][n:20]1)=[O:23]. Reactants: COC1=CC=C2C(CCC2=C1)CCN (N-[2-(2-,3-dihydro-6-methoxy-1H-inden-3-yl)ethyl]amine), amine, C(CCC)(=O)N (butanamide), C([C@@H](O)[C@H](O)C(=O)O)(=O)O (D-tartaric acid), amine, CCCC(=O)Cl (n-butyryl chloride). Yields the product COC1=CC=C2C(CCC2=C1)CCNC(CCC)=O ((-)-N-[2-(2-,3-dihydro-6-methoxy-1H-inden-3-yl)ethyl]-butanamide). RXN SMILES: [CH3:1][O:2][C:3]1[CH:11]=[C:10]2[C:6]([CH:7]([CH2:12][CH2:13][NH2:14])[CH2:8][CH2:9]2)=[CH:5][CH:4]=1.[C:15](O)(=O)[C@H:16]([C@@H:18]([C:20](O)=[O:21])O)O.C(N)(=O)CCC.CCCC(Cl)=O>>[CH3:1][O:2][C:3]1[CH:11]=[C:10]2[C:6]([CH:7]([CH2:12][CH2:13][NH:14][C:20](=[O:21])[CH2:18][CH2:16][CH3:15])[CH2:8][CH2:9]2)=[CH:5][CH:4]=1. Procedure details: N-[2-(2-,3-dihydro-6-methoxy-1H-inden-3-yl)ethyl]amine was resolved with D-tartaric acid using the resolution technique described. The 1:1 amine: D-tartaric acid complex was shown to have an enantiomeric excess of ≤90 by 1H NMR. The resolved amine was converted into the butanamide using n-butyryl chloride according to General Procedure A. The resulting white solid was purified by recrytallization from EtOAc/Hexane and shown to be product. m.p. 79°-80° C.; 1H NMR (300 MHz, CDCl3) δ7.08 (d, J=8Hz,... The reactants are N(=NC(=O)OC(C)C)C(=O)OC(C)C (diisopropyl azodicarboxylate), COC(C1=CN=C(C=C1)O)=O (6-hydroxy-nicotinic acid methyl ester), CC1=C(C(=NO1)C1CCOCC1)CO ([5-methyl-3-(tetrahydro-pyran-4-yl)-isoxazol-4-yl]-methanol), C1(=CC=CC=C1)P(C1=CC=CC=C1)C1=CC=CC=C1 (triphenylphosphine). The solvent is C1CCOC1 (THF). The product is COC(C1=CN=C(C=C1)OCC=1C(=NOC1C)C1CCOCC1)=O (6-[5-Methyl-3-(tetrahydro-pyran-4-yl)-isoxazol-4-ylmethoxy]-nicotinic acid methyl ester). Isolated yield 36.2%. RXN SMILES: [CH3:1][O:2][C:3](=[O:11])[C:4]1[CH:9]=[CH:8][C:7]([OH:10])=[N:6][CH:5]=1.[CH3:12][C:13]1[O:17][N:16]=[C:15]([CH:18]2[CH2:23][CH2:22][O:21][CH2:20][CH2:19]2)[C:14]=1[CH2:24]O.C1(P(C2C=CC=CC=2)C2C=CC=CC=2)C=CC=CC=1.N(C(OC(C)C)=O)=NC(OC(C)C)=O>C1COCC1>[CH3:1][O:2][C:3](=[O:11])[C:4]1[CH:9]=[CH:8][C:7]([O:10][CH2:24][C:14]2[C:15]([CH:18]3[CH2:23][CH2:22][O:21][CH2:20][CH2:19]3)=[N:16][O:17][C:13]=2[CH3:12])=[N:6][CH:5]=1. Procedure details: To a stirred solution of 6-hydroxy-nicotinic acid methyl ester (1.67 g, 10.9 mmol) and [5-methyl-3-(tetrahydro-pyran-4-yl)-isoxazol-4-yl]-methanol (2.15 g, 10.9 mmol) in THF (55 mL) at 5° C. under argon was added triphenylphosphine (10.6 g, 39 mmol), then diisopropyl azodicarboxylate (40%, 6.5 mL, 14.2 mmol) was added dropwise. The reaction mixture was warmed to room temperature for 2 h. The reaction mixture was then extracted with tert-butyl methyl ether, and washed with aqueous HCl (2 N) and t... Reactants: CC1(C)NC(=O)N(c2ccc(C(C)(C)C)cc2)C1=O, CSc1nccc(CCl)n1, [H-], [Na+], C1CCOC1. The product is CSc1nccc(CN2C(=O)N(c3ccc(C(C)(C)C)cc3)C(=O)C2(C)C)n1. As a reaction SMILES: [C:3]([CH3:4])([CH3:5])([CH3:6])[c:7]1[cH:8][cH:9][c:10]([N:13]2[C:14](=[O:21])[NH:15][C:16]([CH3:19])([CH3:20])[C:17]2=[O:18])[cH:11][cH:12]1.[Cl:22][CH2:23][c:24]1[n:25][c:26]([S:30][CH3:31])[n:27][cH:28][cH:29]1.[H-:1].[Na+:2].[O:32]1[CH2:33][CH2:34][CH2:35][CH2:36]1>>[C:3]([CH3:4])([CH3:5])([CH3:6])[c:7]1[cH:8][cH:9][c:10]([N:13]2[C:14](=[O:21])[N:15]([CH2:23][c:24]3[n:25][c:26]([S:30][CH3:31])[n:27][cH:28][cH:29]3)[C:16]([CH3:19])([CH3:20])[C:17]2=[O:18])[cH:11][cH:12]1. Starting materials: FCC(=O)Cl (2-Fluoroacetyl chloride), N=1N=C(N2C1C=CC=C2)C2=NC1=C(C=CC=C1C=C2)OCC(CN)(C)C (3-(2-([1,2,4]Triazolo[4,3-a]pyridin-3-yl)quinolin-8-yloxy)-2,2-dimethylpropan-1-amine), C(C)(C)N(CC)C(C)C (diisopropylethyl amine). Solvent: C(Cl)Cl (DCM). Reaction conditions: time 30 minute. The product is N=1N=C(N2C1C=CC=C2)C2=NC1=C(C=CC=C1C=C2)OCC(CNC(CF)=O)(C)C (N-(3-(2-([1,2,4]triazolo[4,3-a]pyridin-3-yl)quinolin-8-yloxy)-2,2-dimethylpropyl)-2-fluoroacetamide). Isolated yield 33.7%. As a reaction SMILES: [F:1][CH2:2][C:3](Cl)=[O:4].[N:6]1[N:7]=[C:8]([C:15]2[CH:24]=[CH:23][C:22]3[C:17](=[C:18]([O:25][CH2:26][C:27]([CH3:31])([CH3:30])[CH2:28][NH2:29])[CH:19]=[CH:20][CH:21]=3)[N:16]=2)[N:9]2[CH:14]=[CH:13][CH:12]=[CH:11][C:10]=12.C(N(C(C)C)CC)(C)C>C(Cl)Cl>[N:6]1[N:7]=[C:8]([C:15]2[CH:24]=[CH:23][C:22]3[C:17](=[C:18]([O:25][CH2:26][C:27]([CH3:31])([CH3:30])[CH2:28][NH:29][C:3](=[O:4])[CH2:2][F:1])[CH:19]=[CH:20][CH:21]=3)[N:16]=2)[N:9]2[CH:14]=[CH:13][CH:12]=[CH:11][C:10]=12. Procedure details: 2-Fluoroacetyl chloride (12 mg, 0.13 mmol) was added to a stirred solution of 3-(2-([1,2,4]triazolo[4,3-a]pyridin-3-yl)quinolin-8-yloxy)-2,2-dimethylpropan-1-amine (prepared according to Example 18; 30 mg, 0.086 mmol) and diisopropylethyl amine (45 μL, 0.26 mmol) in DCM (2 mL) at 0° C. After 30 minutes, the reaction was quenched with saturated aqueous bicarbonate (5 mL), extracted into EtOAc, washed with water, dried over Na2SO4 followed by concentration in vacuo. The resulting oil was purified ...